From a dataset of the Open Reaction Database (ORD), a public repository of structured organic reaction records. describe an organic reaction: reactants, conditions, products, and yield Reactants: CC(=O)OI1(C=2C=CC=CC2C(=O)O1)(OC(=O)C)OC(=O)C (Dess-Martin periodinane), OCCCCN1C(NC(C(=C1)C=1SC=CC1C)=O)=O (1-(4-Hydroxy-butyl)-5-(3-methyl-thiophen-2-yl)-1H-pyrimidine-2,4-dione), C(C)(=O)OCC (Ethyl acetate). The solvent is C(Cl)Cl (DCM). Run at temperature 0 celsius, time 1.5 hour. The product is CC1=C(SC=C1)C=1C(NC(N(C1)CCCC=O)=O)=O (4-[5-(3-Methyl-thiophen-2-yl)-2,4-dioxo-3,4-dihydro-2H-pyrimidin-1-yl]-butyraldehyde). Yield: 98.0%. As a reaction SMILES: [OH:1][CH2:2][CH2:3][CH2:4][CH2:5][N:6]1[CH:11]=[C:10]([C:12]2[S:13][CH:14]=[CH:15][C:16]=2[CH3:17])[C:9](=[O:18])[NH:8][C:7]1=[O:19].CC(OI1(OC(C)=O)(OC(C)=O)OC(=O)C2C=CC=CC1=2)=O.C(OCC)(=O)C>C(Cl)Cl>[CH3:17][C:16]1[CH:15]=[CH:14][S:13][C:12]=1[C:10]1[C:9](=[O:18])[NH:8][C:7](=[O:19])[N:6]([CH2:5][CH2:4][CH2:3][CH:2]=[O:1])[CH:11]=1. Reported procedure: 1-(4-Hydroxy-butyl)-5-(3-methyl-thiophen-2-yl)-1H-pyrimidine-2,4-dione (Prep 31, 30 mg, 0.11 mmol) was dissolved in dry DCM (2 mL), the solution was cooled to 0° C. and Dess-Martin periodinane (113 mg, 0.26 mmol) was added portionwise under nitrogen. The mixture was stirred at room temperature for 1.5 hours. Ethyl acetate was added and the solution washed with aqueous saturated Na2S2O3 (3 mL) and NaHCO3 (3 mL). The organic phase was dried (Na2SO4) and evaporated to give 30 mg of the title compou... Reactants: acid chloride, O=C1C=2N(CC3(N1CCN3)C3=CC=C(C#N)C=C3)C=CC2 (4-(5-oxo-2,3-dihydro-1H,5H-imidazo[1,2-a]pyrrolo[1,2-d]pyrazin-10a(10H)-yl)benzonitrile), acid chloride, C(C(=O)Cl)(=O)Cl (oxalyl chloride), CC1=NOC=C1C(=O)O (3-methyl-1,2-oxazole-4-carboxylic acid), C(=O)(O)[O-].[Na+] (NaHCO3). The reagents and catalysts are CN(C)C=O (DMF). Solvent: N1=CC=CC=C1 (pyridine), C(Cl)Cl (CH2Cl2), N1=CC=CC=C1 (pyridine), n-hexanes, C(Cl)Cl (CH2Cl2). Reaction conditions: temperature 0 celsius, time 15 minute. The product is CC1=NOC=C1C(=O)N1CCN2C1(CN1C(C2=O)=CC=C1)C1=CC=C(C#N)C=C1 (4-{1-[(3-methyl-1,2-oxazol-4-yl)carbonyl]-5-oxo-2,3-dihydro-1H,5H-imidazo[1,2-a]pyrrolo[1,2-d]pyrazin-10a(10H)-yl}benzonitrile). As a reaction SMILES: C(Cl)(=O)C(Cl)=O.[CH3:7][C:8]1[C:12]([C:13]([OH:15])=O)=[CH:11][O:10][N:9]=1.[O:16]=[C:17]1[N:22]2[CH2:23][CH2:24][NH:25][C:21]2([C:26]2[CH:33]=[CH:32][C:29]([C:30]#[N:31])=[CH:28][CH:27]=2)[CH2:20][N:19]2[CH:34]=[CH:35][CH:36]=[C:18]12.C([O-])(O)=O.[Na+]>CN(C=O)C.C(Cl)Cl.N1C=CC=CC=1>[CH3:7][C:8]1[C:12]([C:13]([N:25]2[C:21]3([C:26]4[CH:33]=[CH:32][C:29]([C:30]#[N:31])=[CH:28][CH:27]=4)[CH2:20][N:19]4[CH:34]=[CH:35][CH:36]=[C:18]4[C:17](=[O:16])[N:22]3[CH2:23][CH2:24]2)=[O:15])=[CH:11][O:10][N:9]=1 |f:3.4|. Reported procedure: To generate the acid chloride, oxalyl chloride (70 μL, 0.83 mmol) and DMF (1 drop) were added to a suspension of 3-methyl-1,2-oxazole-4-carboxylic acid (50 mg, 0.40 mmol) in CH2Cl2 (0.5 mL) at 0° C. The suspension was allowed to stir for 15 min at 0° C., followed by 2 h at room temperature. The resulting solution was concentrated in vacuo to give a brown oil that was suspended in n-hexanes (2×1 mL) and concentrated in vacuo. To a chilled (ice bath) suspension of the acid chloride (generated as a... The reactants are COc1cc(OC)nc(NC(=O)NS(=O)(=O)c2cc(N)ccc2C(=O)N(C)C)n1, CC(=O)OC(C)=O, O=CO, ClCCl. The product is COc1cc(OC)nc(NC(=O)NS(=O)(=O)c2cc(NC=O)ccc2C(=O)N(C)C)n1. Reaction SMILES: [CH3:1][O:2][c:3]1[n:4][c:5]([NH:11][C:12](=[O:13])[NH:14][S:15](=[O:16])(=[O:17])[c:18]2[c:19]([C:25](=[O:26])[N:27]([CH3:28])[CH3:29])[cH:20][cH:21][c:22]([NH2:24])[cH:23]2)[n:6][c:7]([O:9][CH3:10])[cH:8]1.[CH3:33][C:34](=[O:35])[O:36][C:37](=[O:38])[CH3:39].[CH:40]([OH:41])=[O:42].[Cl:30][CH2:31][Cl:32]>>[CH3:1][O:2][c:3]1[n:4][c:5]([NH:11][C:12](=[O:13])[NH:14][S:15](=[O:16])(=[O:17])[c:18]2[c:19]([C:25](=[O:26])[N:27]([CH3:28])[CH3:29])[cH:20][cH:21][c:22]([NH:24][CH:34]=[O:35])[cH:23]2)[n:6][c:7]([O:9][CH3:10])[cH:8]1.